This data is from the Open Reaction Database (ORD), a public repository of structured organic reaction records. The task is: describe an organic reaction: reactants, conditions, products, and yield Reaction SMILES: [CH3:1][CH2:2][CH:3]([CH2:5][CH:6]([CH2:8][CH2:9][CH2:10][CH2:11][CH2:12][CH2:13][CH2:14][CH2:15][C:16]([NH:18][C@@H:19]1[C:50](=[O:51])[NH:49][C@@H:48]([C@H:52]([OH:54])[CH3:53])[C:46](=[O:47])[N:45]2[C@@H:41]([CH2:42][C@@H:43]([OH:55])[CH2:44]2)[C:39](=[O:40])[NH:38][C@@H:37]([C@H:56]([OH:66])[C@@H:57]([OH:65])[C:58]2[CH:63]=[CH:62][C:61]([OH:64])=[CH:60][CH:59]=2)[C:35](=[O:36])[NH:34][C@@H:33]([C@H:67]([OH:72])[CH2:68][C:69]([NH2:71])=O)[C:31](=[O:32])[N:30]2[C@@H:26]([C@@H:27]([OH:73])[CH2:28][CH2:29]2)[C:24](=[O:25])[NH:23][C@H:22](O)[C@H:21]([OH:75])[CH2:20]1)=[O:17])[CH3:7])[CH3:4].[CH2:76]([NH2:79])[CH2:77][NH2:78].B([O-])([O-])OC1C=CC=CC=1>>[CH3:1][CH2:2][CH:3]([CH2:5][CH:6]([CH2:8][CH2:9][CH2:10][CH2:11][CH2:12][CH2:13][CH2:14][CH2:15][C:16]([NH:18][C@@H:19]1[C:50](=[O:51])[NH:49][C@@H:48]([C@H:52]([OH:54])[CH3:53])[C:46](=[O:47])[N:45]2[C@@H:41]([CH2:42][C@@H:43]([OH:55])[CH2:44]2)[C:39](=[O:40])[NH:38][C@@H:37]([C@H:56]([OH:66])[C@@H:57]([OH:65])[C:58]2[CH:63]=[CH:62][C:61]([OH:64])=[CH:60][CH:59]=2)[C:35](=[O:36])[NH:34][C@@H:33]([C@H:67]([OH:72])[CH2:68][CH2:69][NH2:71])[C:31](=[O:32])[N:30]2[C@@H:26]([C@@H:27]([OH:73])[CH2:28][CH2:29]2)[C:24](=[O:25])[NH:23][C@H:22]([NH:78][CH2:77][CH2:76][NH2:79])[C@H:21]([OH:75])[CH2:20]1)=[O:17])[CH3:7])[CH3:4]. Procedure: In CN101792486A and CN 101648994A, a method has been disclosed, comprising the following steps: Pneumocandin B0 as the starting material reacts with ethylenediamine under the protection of phenyl borate, and then the amide group in the resulting intermediate is reduced to amine group to obtain caspofungin. Yields the product CCC(C)CC(C)CCCCCCCCC(=O)N[C@H]1C[C@H]([C@H](NC(=O)[C@@H]2[C@H](CCN2C(=O)[C@@H](NC(=O)[C@@H](NC(=O)[C@@H]3C[C@H](CN3C(=O)[C@@H](NC1=O)[C@@H](C)O)O)[C@@H]([C@H](C=4C=CC(=CC4)O)O)O)[C@@H](CCN)O)O)NCCN)O (caspofungin). The reactants are CCC(C)CC(C)CCCCCCCCC(=O)N[C@H]1C[C@H]([C@H](NC(=O)[C@@H]2[C@H](CCN2C(=O)[C@@H](NC(=O)[C@@H](NC(=O)[C@@H]3C[C@H](CN3C(=O)[C@@H](NC1=O)[C@@H](C)O)O)[C@@H]([C@H](C4=CC=C(C=C4)O)O)O)[C@@H](CC(=O)N)O)O)O)O (Pneumocandin B0), C(CN)N (ethylenediamine), B(OC1=CC=CC=C1)([O-])[O-] (phenyl borate), 101648994A. The reactants are N1(CCCCC1)CC1N2CCC(C1=O)CC2 (2-(1-piperidinylmethyl)-1-azabicyclo-[2.2.2]octan-3-one), [BH4-].[Na+] (sodium borohydride). Solvent: C(C)O (ethanol), C(C)O (ethanol). Run at time 18 hour. The product is N1(CCCCC1)CC1N2CCC(C1O)CC2 (2-(1-Piperidinylmethyl)-1-azabicyclo[2.2.2]octan-3-ol). Reaction SMILES: [N:1]1([CH2:7][CH:8]2[C:13](=[O:14])[CH:12]3[CH2:15][CH2:16][N:9]2[CH2:10][CH2:11]3)[CH2:6][CH2:5][CH2:4][CH2:3][CH2:2]1.[BH4-].[Na+]>C(O)C>[N:1]1([CH2:7][CH:8]2[CH:13]([OH:14])[CH:12]3[CH2:11][CH2:10][N:9]2[CH2:16][CH2:15]3)[CH2:2][CH2:3][CH2:4][CH2:5][CH2:6]1 |f:1.2|. Procedure: A solution of 2-(1-piperidinylmethyl)-1-azabicyclo-[2.2.2]octan-3-one (8.90 g, 40 mmoles) in absolute ethanol (40 ml) was treated dropwise with a solution of sodium borohydride (1.15 g, 30.4 mmoles) in absolute ethanol (40 ml). The solution was stirred at room temperature for 18 hours, concentrated in vacuo, and diluted with water (100 ml). The aqueous solution was treated with potassium carbonate and extracted with ether, and the combined organic extracts were dried (MgSO4) and concentrated in ... Reactants: N1=C(C=CC=C1)N1CCNCC1 (1-(2-Pyridyl)piperazine), 1,2-dichloromethane, FC1=C2C(C(=C(NC2=C(C=C1)OCCC)C=O)C1=CC=C(C=C1)OC)=O (5-fluoro-3-(4-methoxyphenyl)-4-oxo-8-propoxy-1,4-dihydroquinoline-2-carbaldehyde), C(C)(=O)O[BH-](OC(C)=O)OC(C)=O.[Na+] (Sodium triacetoxyborohydride). The solvent is ClCCl (Dichloromethane). Reaction conditions: time 1 hour. Yields the product FC1=C2C(C(=C(NC2=C(C=C1)OCCC)CN1CCN(CC1)C1=NC=CC=C1)C1=CC=C(C=C1)OC)=O (5-fluoro-3-(4-methoxyphenyl)-8-propoxy-2-(4-pyridin-2-yl-piperazin-1-ylmethyl)-1H-quinolin-4-one). The yield is 35.4%. RXN SMILES: [N:1]1[CH:6]=[CH:5][CH:4]=[CH:3][C:2]=1[N:7]1[CH2:12][CH2:11][NH:10][CH2:9][CH2:8]1.[F:13][C:14]1[CH:23]=[CH:22][C:21]([O:24][CH2:25][CH2:26][CH3:27])=[C:20]2[C:15]=1[C:16](=[O:38])[C:17]([C:30]1[CH:35]=[CH:34][C:33]([O:36][CH3:37])=[CH:32][CH:31]=1)=[C:18]([CH:28]=O)[NH:19]2.C(O[BH-](OC(=O)C)OC(=O)C)(=O)C.[Na+]>ClCCl>[F:13][C:14]1[CH:23]=[CH:22][C:21]([O:24][CH2:25][CH2:26][CH3:27])=[C:20]2[C:15]=1[C:16](=[O:38])[C:17]([C:30]1[CH:31]=[CH:32][C:33]([O:36][CH3:37])=[CH:34][CH:35]=1)=[C:18]([CH2:28][N:10]1[CH2:9][CH2:8][N:7]([C:2]3[CH:3]=[CH:4][CH:5]=[CH:6][N:1]=3)[CH2:12][CH2:11]1)[NH:19]2 |f:2.3|. Procedure: 1-(2-Pyridyl)piperazine (551 mg, 3.38 mmol) was added to a 1,2-dichloromethane solution (20 ml) of 5-fluoro-3-(4-methoxyphenyl)-4-oxo-8-propoxy-1,4-dihydroquinoline-2-carbaldehyde (800 mg, 2.25 mmol) and stirred at room temperature for 1 hour. Sodium triacetoxyborohydride (670 mg, 3.16 mmol) was added to the resulting mixture and stirred at room temperature for 4 hours. Dichloromethane was added to the resulting reaction mixture, washed with water, and then the mixture was dried over sodium sulf... Reactants: FC1=C(C=C(CO)C=C1)OC1=CC=CC=C1 (4-fluoro-3-phenoxybenzyl alcohol), ClC1=CC=C(OC2C(C2C(=O)O)(C)C)C=C1 (3-(4-chlorophenoxy)-2,2-dimethylcyclopropanecarboxylic acid), S(=O)(Cl)Cl (thionyl chloride), O (water). Reagents/catalysts: CN(C1=CC=NC=C1)C (4-dimethylaminopyridine), CN(C)C=O (DMF). Run in C1=CC=CC=C1 (benzene). Run at time 2 day. Product: ClC1=CC=C(OC2C(C2C(=O)OCC2=CC(=C(C=C2)F)OC2=CC=CC=C2)(C)C)C=C1 (4-fluoro-3-phenoxybenzyl 3-(4-chlorophenoxy)-2,2-dimethylcyclopropanecarboxylate). RXN SMILES: [Cl:1][C:2]1[CH:16]=[CH:15][C:5]([O:6][CH:7]2[CH:9]([C:10]([OH:12])=[O:11])[C:8]2([CH3:14])[CH3:13])=[CH:4][CH:3]=1.S(Cl)(Cl)=O.[F:21][C:22]1[CH:29]=[CH:28][C:25]([CH2:26]O)=[CH:24][C:23]=1[O:30][C:31]1[CH:36]=[CH:35][CH:34]=[CH:33][CH:32]=1.O>CN(C=O)C.C1C=CC=CC=1.CN(C)C1C=CN=CC=1>[Cl:1][C:2]1[CH:3]=[CH:4][C:5]([O:6][CH:7]2[CH:9]([C:10]([O:12][CH2:26][C:25]3[CH:28]=[CH:29][C:22]([F:21])=[C:23]([O:30][C:31]4[CH:32]=[CH:33][CH:34]=[CH:35][CH:36]=4)[CH:24]=3)=[O:11])[C:8]2([CH3:13])[CH3:14])=[CH:15][CH:16]=1. Reported procedure: A mixture of 3-(4-chlorophenoxy)-2,2-dimethylcyclopropanecarboxylic acid (0.95 g, 3.95 mmol), thionyl chloride (0.342 ml, 4.74 mmol) and DMF (several drops) in 50 ml benzene is stirred at RT for 2 days. The solvent and excess thionyl chloride are evaporated under reduced pressure. The resulting acid chloride is dissolved in 50 ml benzene, and 0.86 g 4-fluoro-3-phenoxybenzyl alcohol (3.95 mmol) and 0.482 g 4-dimethylaminopyridine (3.95 mmol) are added. The mixture is left at 25° for 18 hours and ... Reactants: NC=1C=C(C=C(C1)C(F)(F)F)CO ([3-amino-5-(trifluoromethyl)phenyl]methanol), N(=O)OC(C)(C)C (t-butyl nitrite), C(Br)(Br)Br (CHBr3). The solvent is hexanes. Reaction conditions: temperature 80 celsius. Product: BrC=1C=C(C=C(C1)C(F)(F)F)CO ([3-bromo-5-(trifluoromethyl) phenyl]methanol). As a reaction SMILES: N[C:2]1[CH:3]=[C:4]([CH2:12][OH:13])[CH:5]=[C:6]([C:8]([F:11])([F:10])[F:9])[CH:7]=1.N(OC(C)(C)C)=O.C(Br)(Br)[Br:22]>>[Br:22][C:2]1[CH:3]=[C:4]([CH2:12][OH:13])[CH:5]=[C:6]([C:8]([F:11])([F:10])[F:9])[CH:7]=1. Procedure: [3-amino-5-(trifluoromethyl)phenyl]methanol (900 mg, 4.71 mmol) (Step A, Example 24) was suspended in CHBr3 (9 mL), and t-butyl nitrite (600 μL, 5.04 mmol) was added dropwise by syringe. The reaction was heated slowly to 80° C. and was maintained at this temperature for 10 minutes. The reaction was then cooled to room temperature, diluted with hexanes (50 mL), loaded on a silica gel column, and purified with 100% hexanes to 20% EtOAc/hexanes (2 columns) to afford [3-bromo-5-(trifluoromethyl) phe...